This data is from the Open Reaction Database (ORD), a public repository of structured organic reaction records. The task is: describe an organic reaction: reactants, conditions, products, and yield Reactants: ClCC(CO)O (3-chloro-1,2-dihydroxypropane), [OH-].[Na+] (sodium hydroxide), Cl (hydrochloric acid), solution, Cl (hydrochloric acid), CN(C)C (trimethylamine), CN(CCCCCCCC)C (dimethyloctylamine), [OH-].[Na+] (sodium hydroxide), Cl (hydrochloric acid). Run at temperature 30 celsius, time 16 hour. Yields the product [Cl-].OC(C[N+](C)(C)CCCCCCCC)CO (2,3-Dihydroxypropyloctyldimethylammonium chloride). RXN SMILES: [Cl:1][CH2:2][CH:3]([OH:6])[CH2:4][OH:5].[CH3:7][N:8]([CH3:17])[CH2:9][CH2:10][CH2:11][CH2:12][CH2:13][CH2:14][CH2:15][CH3:16].[OH-].[Na+].Cl.CN(C)C>>[Cl-:1].[OH:6][CH:3]([CH2:4][OH:5])[CH2:2][N+:8]([CH2:9][CH2:10][CH2:11][CH2:12][CH2:13][CH2:14][CH2:15][CH3:16])([CH3:7])[CH3:17] |f:2.3,6.7|. Procedure details: In a 2 L reactor system 358.81 g of 3-chloro-1,2-dihydroxypropane (99.3%, 3.22 moles) is added to 734.20 g distilled water. The solution is heated to 30° C. and 496.29 g dimethyloctylamine (98.5%, 3.11 moles) is added over 60 minutes while the reaction solution is being mixed with a mechanical stirrer. The pH is 8.9 and 3.83 g sodium hydroxide (50%) is added to increase the pH to 9.9. The reaction solution is mixed for one hour and then the temperature is increased to 50° C. After another hour t... Reactants: C(C)(C)(C)OC(=O)N1C(OC[C@@H]1CS(=O)(=O)C=1SC2=C(N1)C=CC=C2)(C)C ((R)-4-(benzothiazole-2-sulfonylmethyl)-2,2-dimethyl-oxazolidine-3-carboxylic acid tert-butyl ester), [Li+].C[Si](C)(C)[N-][Si](C)(C)C (LiHMDS), ClC1=CC=C(C=C1)C1(CC1)C=O (1-(4-chloro-phenyl)-cyclopropanecarbaldehyde), solution. The solvent is O1CCCC1 (tetrahydrofuran), C1CCOC1 (THF). Reaction conditions: time 8 hour. Yields the product C(C)(C)(C)OC(=O)N1C(OC[C@@H]1\C=C/C1(CC1)C1=CC=C(C=C1)Cl)(C)C ((S)-4-{(Z)-2-[1-(4-chloro-phenyl)-cyclopropyl]-vinyl}-2,2-dimethyl-oxazolidine-3-carboxylic acid tert-butyl ester). Isolated yield 95.6%. Reaction SMILES: [Cl:1][C:2]1[CH:7]=[CH:6][C:5]([C:8]2([CH:11]=O)[CH2:10][CH2:9]2)=[CH:4][CH:3]=1.[C:13]([O:17][C:18]([N:20]1[C@@H:24]([CH2:25]S(C2SC3C=CC=CC=3N=2)(=O)=O)[CH2:23][O:22][C:21]1([CH3:39])[CH3:38])=[O:19])([CH3:16])([CH3:15])[CH3:14].[Li+].C[Si]([N-][Si](C)(C)C)(C)C>O1CCCC1>[C:13]([O:17][C:18]([N:20]1[C@@H:24](/[CH:25]=[CH:11]\[C:8]2([C:5]3[CH:4]=[CH:3][C:2]([Cl:1])=[CH:7][CH:6]=3)[CH2:9][CH2:10]2)[CH2:23][O:22][C:21]1([CH3:38])[CH3:39])=[O:19])([CH3:16])([CH3:14])[CH3:15] |f:2.3|. Reported procedure: To a stirred, cooled (0° C.) solution of 1-(4-chloro-phenyl)-cyclopropanecarbaldehyde (0.36 g) in tetrahydrofuran (15 ml) was added under an argon atmosphere (R)-4-(benzothiazole-2-sulfonylmethyl)-2,2-dimethyl-oxazolidine-3-carboxylic acid tert-butyl ester (1.0 g) followed by a 1 M solution of LiHMDS in THF (4.8 ml). After 1 h at 0° C. the cooling bath was removed and stirring was continued overnight. The mixture was quenched by the addition of sat. aqueous NH4Cl (15 ml) and H2O (15 ml) and extr... Reactants: CN(CCCN(C1=C(C=CC=C1)C(=O)C1=CC=CC=C1)C1=NC=CC=C1[N+](=O)[O-])C ([2-[[3-(dimethylamino)propyl](3-nitro-2-pyridinyl)amino]phenyl]phenylmethanone), [OH-].[Na+] (sodium hydroxide). Procedure: A mixture of (0.05 mole) [2-[[3-(dimethylamino)propyl](3-nitro-2-pyridinyl)amino]phenyl]phenylmethanone, 13 g, (0.20 mole) of zinc dust, 2 g (0.05 mole) of sodium hydroxide in 75 ml ethanol and 25 ml water is stirred under reflux for 1 hr. The mixture is filtered and evaporated under reduced pressure. The residue is dissolved in methylene chloride and the resulting solution is dried over magnesium sulfate and decolorized with charcoal and filtered. The filtrate is evaporated to dryness and to gi... Run in C(C)O (ethanol), O (water). Yields the product CN(CCCN(C1=C(C=CC=C1)C(=O)C1=CC=CC=C1)C1=NC=CC=C1N)C ([2-[[3-(Dimethylamino)propyl](3-amino-2-pyridinyl)amino]phenyl]phenylmethanone). RXN SMILES: [CH3:1][N:2]([CH3:30])[CH2:3][CH2:4][CH2:5][N:6]([C:21]1[C:26]([N+:27]([O-])=O)=[CH:25][CH:24]=[CH:23][N:22]=1)[C:7]1[CH:12]=[CH:11][CH:10]=[CH:9][C:8]=1[C:13]([C:15]1[CH:20]=[CH:19][CH:18]=[CH:17][CH:16]=1)=[O:14].[OH-].[Na+]>C(O)C.O.[Zn]>[CH3:30][N:2]([CH3:1])[CH2:3][CH2:4][CH2:5][N:6]([C:21]1[C:26]([NH2:27])=[CH:25][CH:24]=[CH:23][N:22]=1)[C:7]1[CH:12]=[CH:11][CH:10]=[CH:9][C:8]=1[C:13]([C:15]1[CH:16]=[CH:17][CH:18]=[CH:19][CH:20]=1)=[O:14] |f:1.2|. The reagents and catalysts are [Zn] (zinc). Starting materials: C(C)(C)(C)OC(=O)N1C(=CC2=CC=CC=C12)C=1C(N(C=C(C1)[N+](=O)[O-])COCC[Si](C)(C)C)=O (2-[5-Nitro-2-oxo-1-(2-trimethylsilanyl-ethoxymethyl)-1,2-dihydro-pyridin-3-yl]-indole-1-carboxylic acid tert-butyl ester), C(C)(C)(C)OC(=O)N1C(=CC2=CC=CC=C12)C=1C(N(C=C(C1)[N+](=O)[O-])COCC[Si](C)(C)C)=O (2-[5-nitro-2-oxo-1-(2-trimethylsilanyl-ethoxymethyl)-1,2-dihydro-pyridin-3-yl]-indole-1-carboxylic acid tert-butyl ester), O1CCCC1 (tetrahydrofuran), [F-].[K+] (potassium fluoride). The reagents and catalysts are C(C)(=O)[O-].[Pd+2].C(C)(=O)[O-] (palladium acetate). The solvent is O (water). Conditions: time 18 hour. Yields the product C(C)(C)(C)OC(=O)N1C(=CC2=CC=CC=C12)C=1C(N(C=C(C1)N)COCC[Si](C)(C)C)=O (2-[5-Amino-2-oxo-1-(2-trimethylsilanyl-ethoxymethyl)-1,2-dihydro-pyridin-3-yl]-indole-1-carboxylic acid tert-butyl ester). The yield is 67.0%. As a reaction SMILES: [C:1]([O:5][C:6]([N:8]1[C:16]2[C:11](=[CH:12][CH:13]=[CH:14][CH:15]=2)[CH:10]=[C:9]1[C:17]1[C:18](=[O:34])[N:19]([CH2:26][O:27][CH2:28][CH2:29][Si:30]([CH3:33])([CH3:32])[CH3:31])[CH:20]=[C:21]([N+:23]([O-])=O)[CH:22]=1)=[O:7])([CH3:4])([CH3:3])[CH3:2].O1CCCC1.[F-].[K+]>O.C([O-])(=O)C.[Pd+2].C([O-])(=O)C>[C:1]([O:5][C:6]([N:8]1[C:16]2[C:11](=[CH:12][CH:13]=[CH:14][CH:15]=2)[CH:10]=[C:9]1[C:17]1[C:18](=[O:34])[N:19]([CH2:26][O:27][CH2:28][CH2:29][Si:30]([CH3:31])([CH3:32])[CH3:33])[CH:20]=[C:21]([NH2:23])[CH:22]=1)=[O:7])([CH3:4])([CH3:3])[CH3:2] |f:2.3,5.6.7|. Reported procedure: A round bottom flask was charged with intermediate (6b), 2-[5-nitro-2-oxo-1-(2-trimethylsilanyl-ethoxymethyl)-1,2-dihydro-pyridin-3-yl]-indole-1-carboxylic acid tert-butyl ester (0.485 g, 1 mmol), tetrahydrofuran (5 mL) and palladium acetate (11 mg, 5 mol %). The flask was sealed and purged with nitrogen. While purging the flask with nitrogen, a solution of potassium fluoride (116 mg, 2 mmol) in water (2 mL), which had been thoroughly degassed, was added via syringe. The nitrogen inlet was remov... Starting materials: organolithium, N1C(=O)NC(=O)C(=O)C1=O (alloxan), COC=1SC=CC1Br (2-Methoxy-3-bromothiophene), C(CCC)[Li] (n-butyl lithium), CCOCC (ether), ( 3 ). Solvent: O1CCCC1 (tetrahydrofuran). The product is OC1(C(NC(NC1=O)=O)=O)C1=C(OC=C1)OC (5-hydroxy-5-(2-methoxy-3-furyl)-2,4,6(1H,3H,5H)pyrimidinetrione). Reaction SMILES: [CH3:1][O:2][C:3]1S[CH:5]=[CH:6][C:7]=1Br.C([Li])CCC.[NH:14]1[C:22](=[O:23])[C:20](=[O:21])[C:18](=[O:19])[NH:17][C:15]1=[O:16].CC[O:26]CC>O1CCCC1>[OH:21][C:20]1([C:7]2[CH:6]=[CH:5][O:26][C:3]=2[O:2][CH3:1])[C:18](=[O:19])[NH:17][C:15](=[O:16])[NH:14][C:22]1=[O:23]. Procedure: 2-Methoxy-3-bromothiophene is reacted with n-butyl lithium in ether at 0° to 5° C., following the method of Sornay et al. [Bull. soc. chim. Fr. (3), p. 999 (1971)]. The organolithium reagent is cooled to -10° to -20° C. and reacted with an equivalent of alloxan in tetrahydrofuran. The reaction mixture is allowed to warm to room temperature and 5-hydroxy-5-(2-methoxy-3-furyl)-2,4,6(1H,3H,5H)pyrimidinetrione isolated according to the method of Example 5.